describe an organic reaction: reactants, conditions, products, and yield From a dataset of the Open Reaction Database (ORD), a public repository of structured organic reaction records. Starting materials: N1=CC=C(C=C1)C(C=CN(C)C)=O (1-(4-pyridyl)-2-(dimethylaminomethylene)ethanone), Cl.FC1=CC=C(C=C1)NN (4-fluorophenylhydrazine hydrochloride), O (water). Solvent: C(C)O (ethanol). The product is ClC1=NC=CC(=C1)C1=CC=NN1C1=CC=C(C=C1)F (2-Chloro-4-[1-(4-fluorophenyl)-1H-pyrazol-5-yl]pyridine). Isolated yield 91.3%. Reaction SMILES: [N:1]1[CH:6]=[CH:5][C:4]([C:7](=O)[CH:8]=[CH:9][N:10](C)C)=[CH:3][CH:2]=1.[ClH:14].[F:15][C:16]1[CH:21]=[CH:20][C:19]([NH:22]N)=[CH:18][CH:17]=1.O>C(O)C>[Cl:14][C:6]1[CH:5]=[C:4]([C:7]2[N:22]([C:19]3[CH:20]=[CH:21][C:16]([F:15])=[CH:17][CH:18]=3)[N:10]=[CH:9][CH:8]=2)[CH:3]=[CH:2][N:1]=1 |f:1.2|. Procedure: To a mixture of 1-(4-pyridyl)-2-(dimethylaminomethylene)ethanone (2.1 g, 0.01 mol) and 4-fluorophenylhydrazine hydrochloride (1.63 g, 0.01 mol) in 50 mL of ethanol was added 1 mL of water. The reaction mixture was heated at reflux for 1.5 h. Solvent was removed and the residue was partitioned between water and ethyl acetate. The organic layer was washed with brine, dried over magnesium sulfate and filtered. The filtrate was concentrated and the crude was purified by chromatography on silica gel ... The reactants are C(C)(C)(C)OC(=O)N1C[C@H]2CC3=CC=C(N=C3N2[C@@H](C1)C)COCCO ((4R,9aR)-6-(2-hydroxy-ethoxymethyl)-4-methyl-3,4,9,9a-tetrahydro-1H-2,4a,5-triaza-fluorene-2-carboxylic acid tert-butyl ester), C(C)(C)(C)OC(=O)N1C[C@H]2CC3=CC=C(N=C3N2[C@@H](C1)C)COCCO ((4R,9aR)-6-(2-hydroxy-ethoxymethyl)-4-methyl-3,4,9,9a-tetrahydro-1H-2,4a,5-triaza-fluorene-2-carboxylic acid tert-butyl ester), C(C)N(CC)S(F)(F)F (diethylaminosulphur trifluoride). Reaction conditions: time 1 hour. Run in ClCCl (dichloromethane), ClCCl (dichloromethane). Yields the product C(C)(C)(C)OC(=O)N1C[C@H]2CC3=CC=C(N=C3N2[C@@H](C1)C)CF ((4R,9aR)-6-Fluoromethyl-4-methyl-3,4,9,9a-tetrahydro-1H-2,4a,5-triaza-fluorene-2-carboxylic acid tert-butyl ester). Procedure: A solution of 82.0 μl (0.11 g, 0.63 mmol) diethylaminosulphur trifluoride in 2 ml dichloromethane was cooled to −78 deg C. and treated with a solution of 0.20 g (0.63 mmol) (4R,9aR)-6-(2-hydroxy-ethoxymethyl)-4-methyl-3,4,9,9a-tetrahydro-1H-2,4a,5-triaza-fluorene-2-carboxylic acid tert-butyl ester (Example 15, intermediate b) in 2 ml dichloromethane. The cooling bath was removed and the reaction stirred for 1 h at room temperature. The solution was extracted with 10% aqueous sodium bicarbonate s... Yield: 51.7%. RXN SMILES: C(N(S(F)(F)[F:7])CC)C.[C:10]([O:14][C:15]([N:17]1[CH2:29][C@@H:28]([CH3:30])[N:27]2[C@H:19]([CH2:20][C:21]3[C:26]2=[N:25][C:24]([CH2:31]OCCO)=[CH:23][CH:22]=3)[CH2:18]1)=[O:16])([CH3:13])([CH3:12])[CH3:11]>ClCCl>[C:10]([O:14][C:15]([N:17]1[CH2:29][C@@H:28]([CH3:30])[N:27]2[C@H:19]([CH2:20][C:21]3[C:26]2=[N:25][C:24]([CH2:31][F:7])=[CH:23][CH:22]=3)[CH2:18]1)=[O:16])([CH3:13])([CH3:12])[CH3:11]. The reactants are BrC=1C(=NC=C(C(=O)O)C1)OC (5-Bromo-6-methoxynicotinic acid), Cl.CNOC (N,O-dimethylhydroxylamine hydrochloride), C[Mg]Br (methylmagnesium bromide). Product: BrC=1C=C(C=NC1OC)C(C)=O (1-(5-bromo-6-methoxypyridin-3-yl)ethanone). RXN SMILES: [Br:1][C:2]1[C:3]([O:11][CH3:12])=[N:4][CH:5]=[C:6]([CH:10]=1)[C:7]([OH:9])=O.Cl.[CH3:14]NOC.C[Mg]Br>>[Br:1][C:2]1[CH:10]=[C:6]([C:7](=[O:9])[CH3:14])[CH:5]=[N:4][C:3]=1[O:11][CH3:12] |f:1.2|. Procedure: 5-Bromo-6-methoxynicotinic acid and N,O-dimethylhydroxylamine hydrochloride were treated in the similar manner to Reference Example 7(5), and then the resulting compound and methylmagnesium bromide were treated in the similar manner to Reference Example 7(6) to give 1-(5-bromo-6-methoxypyridin-3-yl)ethanone [Ex(296-1)] as a colorless powder. The reactants are C(CCCCCO)O (1,6-hexanediol), C1(CCCCCO1)=O (ε-caprolactone), carboxylic acid, OCCCCCC(=O)O (6-hydroxycaproic acid), 1,4-cyclohexanediols. Run in C1CCCCC1 (cyclohexane). Yields the product C1(CCCCC1)=O.C1(CCCCC1)O (cyclohexanone cyclohexanol). As a reaction SMILES: [CH2:1](O)[CH2:2][CH2:3][CH2:4][CH2:5][CH2:6][OH:7].[C:9]1(=[O:16])O[CH2:14][CH2:13][CH2:12][CH2:11][CH2:10]1.OCCCCCC(O)=O>C1CCCCC1>[C:6]1(=[O:7])[CH2:5][CH2:4][CH2:3][CH2:2][CH2:1]1.[CH:9]1([OH:16])[CH2:10][CH2:11][CH2:12][CH2:13][CH2:14]1 |f:4.5|. Reported procedure: We have found that this object is achieved by a process for preparing 1,6-hexanediol and ε-caprolactone from a carboxylic acid mixture comprising adipic acid, 6-hydroxycaproic acid and small amounts of 1,4-cyclohexanediols which is obtained as a by-product in the oxidation of cyclohexane to cyclohexanone/cyclohexanol using oxygen or oxygen-containing gases and by water extraction of the reaction mixture, by esterifying and hydrogenating a substream to give hexanediol and cyclizing 6-hydroxycapro... Reactants: NC=1C2=C(N=CN1)N(C(=C2C2=CC=C(C=C2)OC2=CC=CC=C2)C#N)[C@H]2CN(CC2)C(=O)OC(C)(C)C ((R)-tert-butyl 3-(4-amino-6-cyano-5-(4-phenoxyphenyl)-7H-pyrrolo[2,3-d]pyrimidin-7-yl)pyrrolidine-1-carboxylate), C(CO)O.O (ethylene glycol H2O), [OH-].[Na+] (NaOH). Reaction conditions: temperature 150 celsius. Product: NC=1C2=C(N=CN1)N(C(=C2C2=CC=C(C=C2)OC2=CC=CC=C2)C(=O)O)[C@H]2CNCC2 ((R)-4-amino-5-(4-phenoxyphenyl)-7-(pyrrolidin-3-yl)-7H-pyrrolo[2,3-d]pyrimidine-6-carboxylic acid). Yield: 4.0%. As a reaction SMILES: [NH2:1][C:2]1[C:3]2[C:10]([C:11]3[CH:16]=[CH:15][C:14]([O:17][C:18]4[CH:23]=[CH:22][CH:21]=[CH:20][CH:19]=4)=[CH:13][CH:12]=3)=[C:9](C#N)[N:8]([C@@H:26]3[CH2:30][CH2:29][N:28](C(OC(C)(C)C)=O)[CH2:27]3)[C:4]=2[N:5]=[CH:6][N:7]=1.[OH-:38].[Na+].[CH2:40]([OH:43])CO.O>>[NH2:1][C:2]1[C:3]2[C:10]([C:11]3[CH:12]=[CH:13][C:14]([O:17][C:18]4[CH:19]=[CH:20][CH:21]=[CH:22][CH:23]=4)=[CH:15][CH:16]=3)=[C:9]([C:40]([OH:43])=[O:38])[N:8]([C@@H:26]3[CH2:30][CH2:29][NH:28][CH2:27]3)[C:4]=2[N:5]=[CH:6][N:7]=1 |f:1.2,3.4|. Procedure details: To a mixture of (R)-tert-butyl 3-(4-amino-6-cyano-5-(4-phenoxyphenyl)-7H-pyrrolo[2,3-d]pyrimidin-7-yl)pyrrolidine-1-carboxylate (101) (2.0 g, 4.0 mmol) in ethylene glycol/H2O (20 mL/5 mL) was added and NaOH (1.0 g, 25 mmol). The reaction mixture was purged with N2 (2×) before heated at 150° C. overnight. After cooling to r.t., the reaction was diluted with ice-water, neutralized to pH 7 by slow addition of con. HCl. The aqueous layer was washed with DCM, concentrated under vacuum. Part of the re... Starting materials: CCOC(C)=O, CC(C)CCn1c(=O)c(C2=NS(=O)(=O)c3cc(N)ccc3N2)c(O)c2cccnc21, O=S(=O)(Cl)c1ccccc1, c1ccncc1. Product: CC(C)CCn1c(=O)c(C2=NS(=O)(=O)c3cc(NS(=O)(=O)c4ccccc4)ccc3N2)c(O)c2cccnc21. Reaction SMILES: [CH3:47][CH2:48][O:49][C:50](=[O:51])[CH3:52].[NH2:1][c:2]1[cH:3][c:4]2[c:5]([cH:29][cH:30]1)[NH:6][C:7]([c:12]1[c:13](=[O:28])[n:14]([CH2:23][CH2:24][CH:25]([CH3:26])[CH3:27])[c:15]3[n:16][cH:17][cH:18][cH:19][c:20]3[c:21]1[OH:22])=[N:8][S:9]2(=[O:10])=[O:11].[c:31]1([S:37](=[O:38])(=[O:39])[Cl:40])[cH:32][cH:33][cH:34][cH:35][cH:36]1.[cH:41]1[cH:42][cH:43][n:44][cH:45][cH:46]1>>[NH:1]([c:2]1[cH:3][c:4]2[c:5]([cH:29][cH:30]1)[NH:6][C:7]([c:12]1[c:13](=[O:28])[n:14]([CH2:23][CH2:24][CH:25]([CH3:26])[CH3:27])[c:15]3[n:16][cH:17][cH:18][cH:19][c:20]3[c:21]1[OH:22])=[N:8][S:9]2(=[O:10])=[O:11])[S:37]([c:31]1[cH:32][cH:33][cH:34][cH:35][cH:36]1)(=[O:38])=[O:39]. Reactants: O=CNc1ccc2c(c1)[nH]c1cc(OCc3ccccc3)ccc12, CO. The product is O=CNc1ccc2c(c1)[nH]c1cc(O)ccc12. As a reaction SMILES: [CH2:1]([c:2]1[cH:3][cH:4][cH:5][cH:6][cH:7]1)[O:8][c:9]1[cH:10][cH:11][c:12]2[c:13]3[cH:14][cH:15][c:16]([NH:22][CH:23]=[O:24])[cH:17][c:18]3[nH:19][c:20]2[cH:21]1.[CH3:25][OH:26]>>[OH:8][c:9]1[cH:10][cH:11][c:12]2[c:13]3[cH:14][cH:15][c:16]([NH:22][CH:23]=[O:24])[cH:17][c:18]3[nH:19][c:20]2[cH:21]1. Starting materials: FC1=C(C=CC(=C1)N1C(C=CC=C1)=O)NC(=O)C1CC([C@H](C1)NC(=O)C=1SC(=CC1)Cl)NC (5-chloro-thiophene-2-carboxylic acid {(S)-4-[2-fluoro-4-(2-oxo-2H-pyridin-1-yl)-phenylcarbamoyl]-2-methylamino-cyclopentyl}-amide), C(C)N(C(C)C)C(C)C (N-ethyldiisopropylamine), S(=O)(=O)(C)Cl (mesyl chloride). The solvent is C(C)#N (acetonitrile). Run at time 3 hour. Yields the product FC1=C(C=CC(=C1)N1C(C=CC=C1)=O)NC(=O)C1CC([C@H](C1)NC(=O)C=1SC(=CC1)Cl)N(C)S(=O)(=O)C (5-chloro-thiophene-2-carboxylic acid [(S)-4-[2-fluoro-4-(2-oxo-2H-pyridin-1-yl)-phenylcarbamoyl]-2-(methanesulfonyl-methyl-amino)-cyclopentyl]-amide). As a reaction SMILES: [F:1][C:2]1[CH:7]=[C:6]([N:8]2[CH:13]=[CH:12][CH:11]=[CH:10][C:9]2=[O:14])[CH:5]=[CH:4][C:3]=1[NH:15][C:16]([CH:18]1[CH2:22][C@H:21]([NH:23][C:24]([C:26]2[S:27][C:28]([Cl:31])=[CH:29][CH:30]=2)=[O:25])[CH:20]([NH:32][CH3:33])[CH2:19]1)=[O:17].C(N(C(C)C)C(C)C)C.[S:43](Cl)([CH3:46])(=[O:45])=[O:44]>C(#N)C>[F:1][C:2]1[CH:7]=[C:6]([N:8]2[CH:13]=[CH:12][CH:11]=[CH:10][C:9]2=[O:14])[CH:5]=[CH:4][C:3]=1[NH:15][C:16]([CH:18]1[CH2:22][C@H:21]([NH:23][C:24]([C:26]2[S:27][C:28]([Cl:31])=[CH:29][CH:30]=2)=[O:25])[CH:20]([N:32]([S:43]([CH3:46])(=[O:45])=[O:44])[CH3:33])[CH2:19]1)=[O:17]. Reported procedure: To a stirred solution of 5-chloro-thiophene-2-carboxylic acid {(S)-4-[2-fluoro-4-(2-oxo-2H-pyridin-1-yl)-phenylcarbamoyl]-2-methylamino-cyclopentyl}-amide (36 mg) in acetonitrile (2 ml) were added N-ethyldiisopropylamine (0.03 ml) and mesyl chloride (0.01 ml). The reaction mixture was stirred at r.t. for 3 hrs, then concentrated. The crude product was purified by column chromatography (silica gel; gradient: CH2Cl2→CH2Cl2/MeOH 92:8) to give 5-chloro-thiophene-2-carboxylic acid [(S)-4-[2-fluoro-4-... Starting materials: NC1=C(C=O)C=C(C(=C1)F)N1CCOCC1 (2-amino-4-fluoro-5-morpholin-4-ylbenzaldehyde), COC1=C(C=CC=C1)CCC#N (3-(2-methoxyphenyl)propionitrile). The product is FC1=C(C=C2C=C(C(=NC2=C1)N)CC1=C(C=CC=C1)OC)N1CCOCC1 (7-Fluoro-3-(2-methoxybenzyl)-6-morpholin-4-ylquinolin-2-amine). As a reaction SMILES: [NH2:1][C:2]1[CH:9]=[C:8]([F:10])[C:7]([N:11]2[CH2:16][CH2:15][O:14][CH2:13][CH2:12]2)=[CH:6][C:3]=1[CH:4]=O.[CH3:17][O:18][C:19]1[CH:24]=[CH:23][CH:22]=[CH:21][C:20]=1[CH2:25][CH2:26][C:27]#[N:28]>>[F:10][C:8]1[CH:9]=[C:2]2[C:3]([CH:4]=[C:26]([CH2:25][C:20]3[CH:21]=[CH:22][CH:23]=[CH:24][C:19]=3[O:18][CH3:17])[C:27]([NH2:28])=[N:1]2)=[CH:6][C:7]=1[N:11]1[CH2:16][CH2:15][O:14][CH2:13][CH2:12]1. Procedure: The title compound was synthesized according to EXAMPLE 11 from 2-amino-4-fluoro-5-morpholin-4-ylbenzaldehyde and 3-(2-methoxyphenyl)propionitrile. The product is C(CC)OCCCC(C)O (5-propyloxy-pentan-2-ol). Reactants: C(C)(=O)CCCOCCC (3-acetyl-1-propyloxy-propane), C(C)(=O)CCCOCCC (3-acetyl-1-propyloxy-propane), [BH4-].[Na+] (NaBH4), CO (methanol). Reaction SMILES: [C:1]([CH2:4][CH2:5][CH2:6][O:7][CH2:8][CH2:9][CH3:10])(=[O:3])[CH3:2].CO.[BH4-].[Na+]>[OH-].[Na+]>[CH2:8]([O:7][CH2:6][CH2:5][CH2:4][CH:1]([OH:3])[CH3:2])[CH2:9][CH3:10] |f:2.3,4.5|. Procedure details: To 34.8 g of the 3-acetyl-1-propyloxy-propane obtained in (1) was added 50 ml of methanol, and a solution of 44.4 g of NaBH4 in 8% sodium hydroxide was dropwise added at room temperature. After the reaction, the methanol was distilled off, 200 ml of water was added, and the mixture was extracted with ether. An organic layer was washed with water and dried over anhydrous sodium sulfate. The anhydrous sodium sulfate was filtered off, then, the ether was distilled off, and the remainder was distill... Run in [OH-].[Na+] (sodium hydroxide). The yield is 40.0%.